This data is from the Open Reaction Database (ORD), a public repository of structured organic reaction records. The task is: describe an organic reaction: reactants, conditions, products, and yield Reactants: COC(=O)C(O)COCCO[Si](c1ccccc1)(c1ccccc1)C(C)(C)C, C[Al](C)C, Cc1ccccc1, Cc1ccc(N)nc1. Product: Cc1ccc(NC(=O)C(O)COCCO[Si](c2ccccc2)(c2ccccc2)C(C)(C)C)nc1. RXN SMILES: [C:13]([CH3:14])([CH3:15])([CH3:16])[Si:17]([O:18][CH2:19][CH2:20][O:21][CH2:22][CH:23]([C:24](=[O:25])[O:26][CH3:27])[OH:28])([c:29]1[cH:30][cH:31][cH:32][cH:33][cH:34]1)[c:35]1[cH:36][cH:37][cH:38][cH:39][cH:40]1.[CH3:1][Al:2]([CH3:3])[CH3:4].[CH3:41][c:42]1[cH:43][cH:44][cH:45][cH:46][cH:47]1.[CH3:5][c:6]1[cH:7][cH:8][c:9]([NH2:12])[n:10][cH:11]1>>[CH3:5][c:6]1[cH:7][cH:8][c:9]([NH:12][C:24]([CH:23]([CH2:22][O:21][CH2:20][CH2:19][O:18][Si:17]([C:13]([CH3:14])([CH3:15])[CH3:16])([c:29]2[cH:30][cH:31][cH:32][cH:33][cH:34]2)[c:35]2[cH:36][cH:37][cH:38][cH:39][cH:40]2)[OH:28])=[O:25])[n:10][cH:11]1.